Dataset: the Open Reaction Database (ORD), a public repository of structured organic reaction records. Task: describe an organic reaction: reactants, conditions, products, and yield Reactants: [O-]S(=O)S(=O)[O-].[Na+].[Na+] (Na2S2O4), BrC=1C(=C(C(=NC1)N)[N+](=O)[O-])N1CCN(CC1)CC1=NOC(=C1)C (5-bromo-4-[4-(5-methyl-isoxazol-3-ylmethyl)-piperazin-1-yl]-3-nitro-pyridin-2-ylamine), CCO (EtOH), COC=1C=C(C=O)C=CC1 (3-methoxybenzaldehyde), CCO (EtOH). Run in C(C)OCC (diethyl ether). Run at temperature 80 celsius, time 20 hour. The product is BrC=1C(=C2C(=NC1)NC(=N2)C2=CC(=CC=C2)OC)N2CCN(CC2)CC2=NOC(=C2)C (6-Bromo-2-(3-methoxy-phenyl)-7-[4-(5-methyl-isoxazol-3-ylmethyl)-piperazin-1-yl]-3H-imidazo[4,5-b]pyridine). As a reaction SMILES: [Br:1][C:2]1[C:3]([N:12]2[CH2:17][CH2:16][N:15]([CH2:18][C:19]3[CH:23]=[C:22]([CH3:24])[O:21][N:20]=3)[CH2:14][CH2:13]2)=[C:4]([N+:9]([O-])=O)[C:5]([NH2:8])=[N:6][CH:7]=1.CCO.[CH3:28][O:29][C:30]1[CH:31]=[C:32]([CH:35]=[CH:36][CH:37]=1)[CH:33]=O.[O-]S(S([O-])=O)=O.[Na+].[Na+]>C(OCC)C>[Br:1][C:2]1[C:3]([N:12]2[CH2:17][CH2:16][N:15]([CH2:18][C:19]3[CH:23]=[C:22]([CH3:24])[O:21][N:20]=3)[CH2:14][CH2:13]2)=[C:4]2[N:9]=[C:33]([C:32]3[CH:35]=[CH:36][CH:37]=[C:30]([O:29][CH3:28])[CH:31]=3)[NH:8][C:5]2=[N:6][CH:7]=1 |f:3.4.5|. Procedure: To a mixture of 5-bromo-4-[4-(5-methyl-isoxazol-3-ylmethyl)-piperazin-1-yl]-3-nitro-pyridin-2-ylamine (0.040 g, 0.10 mmol) and EtOH (3 ml) was added 3-methoxybenzaldehyde (0.022 g, 0.16 mmol) with the aid of EtOH (1 ml), followed by a freshly prepared aqueous solution of Na2S2O4 (1M; 0.40 ml, 0.40 mmol). The reaction mixture was stirred at 80° C. for 20 h, then allowed to cool to room temperature and concentrated in vacuo. The resulting residue was absorbed on silica, and the free-running powder... Starting materials: C(C)OC(CC1=CC(=C(C=C1)OC)C1=NC=CC=C1C#N)=O ([3-(3-Cyano-pyridin-2-yl)-4-methoxy-phenyl]-acetic acid ethyl ester), N#N (N2). Reagents/catalysts: [Pd] (palladium on carbon). Solvent: CO (MeOH), Cl (HCl). Conditions: time 8 hour. Yields the product COC(CC1=CC(=C(C=C1)OC)C1=NC=CC=C1CN)=O ([3-(3-Aminomethyl-pyridin-2-yl)-4-methoxy-phenyl]acetic acid methyl ester). As a reaction SMILES: [CH2:1]([O:3][C:4](=[O:22])[CH2:5][C:6]1[CH:11]=[CH:10][C:9]([O:12][CH3:13])=[C:8]([C:14]2[C:19]([C:20]#[N:21])=[CH:18][CH:17]=[CH:16][N:15]=2)[CH:7]=1)C.N#N>CO.Cl.[Pd]>[CH3:1][O:3][C:4](=[O:22])[CH2:5][C:6]1[CH:11]=[CH:10][C:9]([O:12][CH3:13])=[C:8]([C:14]2[C:19]([CH2:20][NH2:21])=[CH:18][CH:17]=[CH:16][N:15]=2)[CH:7]=1. Procedure: [3-(3-Cyano-pyridin-2-yl)-4-methoxy-phenyl]-acetic acid ethyl ester (0.579 g, 2.0 mmol) was dissolved in MeOH (20 mL) and 12N aqueous HCl (4 mL). After the mixture was purged with N2, 10% palladium on carbon (50 wt % w/w; 0.300 g, 0.15 mmol) was added, and the reaction was stirred overnight under 55 psi of H2 using a Parr shaker. After stirring for 18 hours, the mixture was filtered and neutralized with 1N aqueous NaOH (50 mL), and then concentrated to remove MeOH. The residue was partitioned be...